Dataset: the Open Reaction Database (ORD), a public repository of structured organic reaction records. Task: describe an organic reaction: reactants, conditions, products, and yield RXN SMILES: [H-].[Na+].C1COCC1.CC1C=CC(S([O-])(=O)=O)=CC=1.[CH2:19]([N:21]1[C:25]2[CH:26]=[CH:27][CH:28]=[CH:29][C:24]=2[S:23][CH2+:22]1SCC)[CH3:20].[C:33]1([CH:39]2[C:47]3[C:42](=[CH:43][CH:44]=[CH:45][CH:46]=3)[C:41](=[O:48])[CH2:40]2)[CH:38]=[CH:37][CH:36]=[CH:35][CH:34]=1>CO.O>[CH2:19]([N:21]1[C:25]2[CH:26]=[CH:27][CH:28]=[CH:29][C:24]=2[S:23][C:22]1=[C:40]1[CH:39]([C:33]2[CH:34]=[CH:35][CH:36]=[CH:37][CH:38]=2)[C:47]2[C:42](=[CH:43][CH:44]=[CH:45][CH:46]=2)[C:41]1=[O:48])[CH3:20] |f:0.1,3.4|. Reactants: C1CCOC1 (THF), [H-].[Na+] (sodium hydride), C1CCOC1 (THF), C1(=CC=CC=C1)C1CC(C2=CC=CC=C12)=O (3-phenyl-1-indanone), CC1=CC=C(C=C1)S(=O)(=O)[O-].C(C)N1[CH2+](SC2=C1C=CC=C2)SCC (3-ethyl-2-(ethylthio)-2(3H)-benzothiazolium 4-methylbenzenesulfonate). Yields the product C(C)N1C(SC2=C1C=CC=C2)=C2C(C1=CC=CC=C1C2C2=CC=CC=C2)=O (2-(3-ethyl-2(3H)-benzothiazolylidene)-1,3-dihydro-1-oxo-3-phenyl-2H-indene). Yield: 22.2%. Reported procedure: A flask was charged with 1.2 g (30 mmol) of sodium hydride (60 wt %), and 100 ml of THF was added thereto in a stream of nitrogen and stirred to make a suspension. While ice-cooling, to this was added 5.9 g (15 mmol) of 3-ethyl-2-(ethylthio)-2(3H)-benzothiazolium 4-methylbenzenesulfonate powder in small portions. Next, to this was added dropwise 50 ml of THF solution containing 6.24 g (30 mmol) of 3-phenyl-1-indanone. The reaction solution was stirred under ice-cooling for 3 hours and at room te... Run in CO (methanol), O (water), CO (methanol), CO (methanol). The reactants are ClCCl, CN(C)C=O, CN(C)c1ccccn1, C(=NC1CCCCC1)=NC1CCCCC1, COC1CC2CCC(C)C(O)(O2)C(=O)C(=O)N2CCCCC2C(=O)OC(C(C)CC2CCC(O)C(OC)C2)CC(=O)C(C)C=C(C)C(O)C(OC)C(=O)C(C)CC(C)C=CC=CC=C1C, O=C(O)CCCCC(=O)O. The product is O=C1CCCCC(=O)O1. RXN SMILES: [CH2:105]([Cl:106])[Cl:107].[CH3:100][N:101]([CH3:102])[CH:103]=[O:104].[CH3:91][N:92]([c:93]1[cH:94][cH:95][cH:96][cH:97][n:98]1)[CH3:99].[CH:11]1([N:12]=[C:13]=[N:14][CH:15]2[CH2:16][CH2:17][CH2:18][CH2:19][CH2:20]2)[CH2:21][CH2:22][CH2:23][CH2:24][CH2:25]1.[CH:26]1([CH2:27][CH:28]([CH:29]2[O:30][C:31](=[O:32])[CH:33]3[N:34]([CH2:35][CH2:36][CH2:37][CH2:38]3)[C:39](=[O:40])[C:41](=[O:42])[C:43]3([OH:81])[O:44][CH:45]([CH2:46][CH2:47][CH:48]3[CH3:49])[CH2:50][CH:51]([O:52][CH3:53])[C:54]([CH3:55])=[CH:56][CH:57]=[CH:58][CH:59]=[CH:60][CH:61]([CH3:62])[CH2:63][CH:64]([CH3:65])[C:66](=[O:67])[CH:68]([O:69][CH3:70])[CH:71]([OH:72])[C:73]([CH3:74])=[CH:75][CH:76]([CH3:77])[C:78](=[O:79])[CH2:80]2)[CH3:82])[CH2:83][CH:84]([O:85][CH3:86])[CH:87]([OH:88])[CH2:89][CH2:90]1.[OH:1][C:2](=[O:3])[CH2:4][CH2:5][CH2:6][CH2:7][C:8]([OH:9])=[O:10]>>[C:2]1(=[O:3])[CH2:4][CH2:5][CH2:6][CH2:7][C:8](=[O:9])[O:10]1. The reactants are CN(C)C=O (DMF), O (water), BrC=1C=CC(=NC1)OCC1CCCC1 (5-bromo-2-cyclopentylmethyloxypyridine), solution, C(CCC)[Li] (n-butyllithium). Solvent: C1CCOC1 (THF), CCCCCC (hexane). Reaction conditions: temperature -78 celsius, time 20 minute. The product is C1(CCCC1)COC1=NC=C(C=C1)C=O (2-cyclopentylmethyloxypyridine-5-carbaldehyde). As a reaction SMILES: Br[C:2]1[CH:3]=[CH:4][C:5]([O:8][CH2:9][CH:10]2[CH2:14][CH2:13][CH2:12][CH2:11]2)=[N:6][CH:7]=1.C([Li])CCC.CN([CH:23]=[O:24])C.O>C1COCC1.CCCCCC>[CH:10]1([CH2:9][O:8][C:5]2[CH:4]=[CH:3][C:2]([CH:23]=[O:24])=[CH:7][N:6]=2)[CH2:14][CH2:13][CH2:12][CH2:11]1. Reported procedure: A solution of Intermediate 28 (895 mg) in anhydrous THF (10 ml) was added dropwise with a 1.6 M solution of n-butyllithium in hexane (2.70 ml, Ald) over 5 minutes with cooling at −78° C. under argon gas atmosphere, and stirred for 20 minutes. This reaction mixture was added with dehydrated DMF (330 μl, WAKO) over 3 minutes, stirred for 30 minutes, then warmed to room temperature, and further stirred for 1 hour. The reaction mixture was added with water (10 ml), and extracted with ethyl acetate (... Reactants: NC=1C=CC2=C(N(N=N2)C)C1N (6,7-diamino-1-methylbenzotriazole), O.O.C(C(=O)O)(=O)O (oxalic acid dihydrate). Run in Cl (hydrochloric acid). The product is OC1=NC2=CC=C3C(=C2N=C1O)N(N=N3)C (7,8-Dihydroxy-1-methyl-1H-1,2,3-triazolo[4,5-f]quinoxaline). Reaction SMILES: [NH2:1][C:2]1[CH:3]=[CH:4][C:5]2[N:9]=[N:8][N:7]([CH3:10])[C:6]=2[C:11]=1[NH2:12].O.O.[C:15](O)(=[O:19])[C:16](O)=[O:17]>Cl>[OH:17][C:16]1[C:15]([OH:19])=[N:12][C:11]2[C:2](=[CH:3][CH:4]=[C:5]3[N:9]=[N:8][N:7]([CH3:10])[C:6]3=2)[N:1]=1 |f:1.2.3|. Procedure details: A solution of 6,7-diamino-1-methylbenzotriazole (1.63 g, 10 mmol) and oxalic acid dihydrate (2.0 g, 16 mmol) in 50 ml of 4M hydrochloric acid was refluxed on an oil bath for 2 h. The mixture was cooled on ice and the precipitate was collected by filtration, washed with water and ethanol affording 1.94 g (89%) of the title compound; m.p.>300° C.; IR (KBr): 3520-2400, 1700 cm-1 ; 1H-NMR (DMSO-d6) 4.63 (s, 3H, CH3), 6.70 (d, J=g Hz, 1H; ArH), 7.60 (d, J=9 Hz, 1H, ArH), 11.3 (very broad s, 1H, OH), ... The reactants are CC(C)(C)OC(=O)N1CCC(CC(CO)CC2CCN(C(=O)OC(C)(C)C)CC2)CC1, BrC(Br)(Br)Br, CCOCC, c1ccc(P(c2ccccc2)c2ccccc2)cc1, c1ccncc1. The product is CC(C)(C)OC(=O)N1CCC(CC(CBr)CC2CCN(C(=O)OC(C)(C)C)CC2)CC1. As a reaction SMILES: [C:31]([CH3:32])([CH3:33])([CH3:34])[O:35][C:36](=[O:37])[N:38]1[CH2:39][CH2:40][CH:41]([CH2:44][CH:45]([CH2:46][OH:47])[CH2:48][CH:49]2[CH2:50][CH2:51][N:52]([C:55](=[O:56])[O:57][C:58]([CH3:59])([CH3:60])[CH3:61])[CH2:53][CH2:54]2)[CH2:42][CH2:43]1.[C:7]([Br:8])([Br:9])([Br:10])[Br:11].[CH3:62][CH2:63][O:64][CH2:65][CH3:66].[c:12]1([P:13]([c:14]2[cH:15][cH:16][cH:17][cH:18][cH:19]2)[c:20]2[cH:21][cH:22][cH:23][cH:24][cH:25]2)[cH:26][cH:27][cH:28][cH:29][cH:30]1.[cH:1]1[cH:2][cH:3][n:4][cH:5][cH:6]1>>[CH2:7]([Br:11])[CH:45]([CH2:44][CH:41]1[CH2:40][CH2:39][N:38]([C:36]([O:35][C:31]([CH3:32])([CH3:33])[CH3:34])=[O:37])[CH2:43][CH2:42]1)[CH2:48][CH:49]1[CH2:50][CH2:51][N:52]([C:55](=[O:56])[O:57][C:58]([CH3:59])([CH3:60])[CH3:61])[CH2:53][CH2:54]1. Starting materials: CSC (dimethyl sulfide), COS(=O)(=O)C(F)(F)F (methyltrifluoromethane sulfonate). The solvent is ClCCl (dichloromethane). The product is [O-]S(=O)(=O)C(F)(F)F.C[S+](C)C (Trimethylsulfonium Triflate). As a reaction SMILES: [CH3:1][S:2][CH3:3].[CH3:4][O:5][S:6]([C:9]([F:12])([F:11])[F:10])(=[O:8])=[O:7]>ClCCl>[O-:8][S:6]([C:9]([F:12])([F:11])[F:10])(=[O:7])=[O:5].[CH3:1][S+:2]([CH3:4])[CH3:3] |f:3.4|. Procedure: 16 mmol of dimethyl sulfide was dissolved in 10 ml of dichloromethane at 0° C., and about 17 mmol of methyltrifluoromethane sulfonate was slowly dripped to the mixture to obtain a white solid product. The solid product was filtered and dried for 1 hour in an oven at 50° C. to obtain the following product: Starting materials: COC(C1=CC=C(C=C1)C1=NC(=NC(=C1C#CC=1C=NC(=CC1)N)C)N)=O (4-[2-amino-5-(6-amino-pyridin-3-ylethynyl)-6-methyl-pyrimidin-4-yl]-benzoic acid methyl ester). The solvent is C1CCOC1 (THF). Product: NC1=NC(=C(C(=N1)C1=CC=C(C(=O)O)C=C1)C#CC=1C=NC(=CC1)N)C (4-[2-Amino-5-(6-amino-pyridin-3-ylethynyl)-6-methyl-pyrimidin-4-yl]-benzoic acid). RXN SMILES: C[O:2][C:3](=[O:27])[C:4]1[CH:9]=[CH:8][C:7]([C:10]2[C:15]([C:16]#[C:17][C:18]3[CH:19]=[N:20][C:21]([NH2:24])=[CH:22][CH:23]=3)=[C:14]([CH3:25])[N:13]=[C:12]([NH2:26])[N:11]=2)=[CH:6][CH:5]=1>C1COCC1>[NH2:26][C:12]1[N:11]=[C:10]([C:7]2[CH:6]=[CH:5][C:4]([C:3]([OH:27])=[O:2])=[CH:9][CH:8]=2)[C:15]([C:16]#[C:17][C:18]2[CH:19]=[N:20][C:21]([NH2:24])=[CH:22][CH:23]=2)=[C:14]([CH3:25])[N:13]=1. Procedure: The title compound is synthesized according to general procedure GP8 starting from 2.3 g (6.4 mmol) 4-[2-amino-5-(6-amino-pyridin-3-ylethynyl)-6-methyl-pyrimidin-4-yl]-benzoic acid methyl ester using 9.6 mL (9.6 mmol) 1 N NaOH in 20 mL THF. The product precipitates and is isolated by filtration and is washed with water. Yield: 2.2 g (99%). Starting materials: C(C(C)C)(=O)Cl (isobutyryl chloride), NC=1C=CC(=C(C1)C=1NC(C2=C(N1)C=CC=N2)=O)OCC (2-(5-Amino-2-ethoxyphenyl)pyrido[3,2-d]pyrimidin-4(3H)-one). The product is C(C(C)C)(=O)NC=1C=CC(=C(C1)C=1NC(C2=C(N1)C=CC=N2)=O)OCC (2-(5-Isobutyrylamino-2-ethoxyphenyl)pyrido[3,2-d]pyrimidin-4(3H)-one), solid. The yield is 80.0%. As a reaction SMILES: [C:1](Cl)(=[O:5])[CH:2]([CH3:4])[CH3:3].[NH2:7][C:8]1[CH:9]=[CH:10][C:11]([O:25][CH2:26][CH3:27])=[C:12]([C:14]2[NH:15][C:16](=[O:24])[C:17]3[N:23]=[CH:22][CH:21]=[CH:20][C:18]=3[N:19]=2)[CH:13]=1>>[C:1]([NH:7][C:8]1[CH:9]=[CH:10][C:11]([O:25][CH2:26][CH3:27])=[C:12]([C:14]2[NH:15][C:16](=[O:24])[C:17]3[N:23]=[CH:22][CH:21]=[CH:20][C:18]=3[N:19]=2)[CH:13]=1)(=[O:5])[CH:2]([CH3:4])[CH3:3]. Procedure details: The title compound was prepared using isobutyryl chloride and 2-(5-amino-2-ethoxyphenyl)pyrido[3,2-d]pyrimidin-4(3H)-one (Example 20), following the procedure of Example 12, and was obtained as a white solid (80%), m.p. 256-259° C. Reactants: Cl (hydrochloric acid), Cl.C(C)NCC (diethylamine hydrochloride), ClC1CCCCC1CC(=O)C1=CC=CC=C1 (3-chloro-4-cyclohexyl-acetophenone), C=O (paraformaldehyde), C(C)O (ethanol). The product is ClC=1C=C(C=CC1C1CCCCC1)C(CCN(CC)CC)=O (3-chloro-4-cyclohexyl-1-(3-diethylamino-1-oxo-propyl)-benzene). Isolated yield 76.5%. As a reaction SMILES: [ClH:1].[CH2:2]([NH:4][CH2:5][CH3:6])[CH3:3].ClC1[CH:13]([CH2:14][C:15]([C:17]2[CH:22]=[CH:21][CH:20]=[CH:19][CH:18]=2)=O)[CH2:12][CH2:11][CH2:10][CH2:9]1.C=[O:24].Cl.[CH2:26](O)[CH3:27]>>[Cl:1][C:26]1[CH:27]=[C:12]([C:11](=[O:24])[CH2:10][CH2:9][N:4]([CH2:5][CH3:6])[CH2:2][CH3:3])[CH:13]=[CH:14][C:15]=1[CH:17]1[CH2:18][CH2:19][CH2:20][CH2:21][CH2:22]1 |f:0.1|. Reported procedure: 54 g of diethylamine hydrochloride, 100 g of 3-chloro-4-cyclohexyl-acetophenone and 15.1 g of paraformaldehyde in 75 ml of absolute ethanol were heated under reflux for 4 hours in the presence of 1.5 ml of 10 N hydrochloric acid. When the reaction was complete, the solvent was evaporated over a water bath under the vacuum produced by a water-jet pump, and the residue was then recrystallized from acetone. 116 g (a yield of 76.5% of theory) of 3-chloro-4-cyclohexyl-1-(3-diethylamino-1-oxo-propyl)-... The reactants are CN(CCN1C=NC=C1C1=CC(=CC=C1)[N+](=O)[O-])C (dimethyl-{2-[5-(3-nitrophenyl)imidazol-1-yl]ethyl}amine), [H][H] (hydrogen). The reagents and catalysts are [Pd] (Pd/C). Run in CO (methanol). The product is CN(CCN1C=NC=C1C=1C=C(C=CC1)N)C (3-[3-(2-Dimethylaminoethyl)-3H-imidazol-4-yl]phenylamine). RXN SMILES: [CH3:1][N:2]([CH3:19])[CH2:3][CH2:4][N:5]1[C:9]([C:10]2[CH:15]=[CH:14][CH:13]=[C:12]([N+:16]([O-])=O)[CH:11]=2)=[CH:8][N:7]=[CH:6]1.[H][H]>CO.[Pd]>[CH3:1][N:2]([CH3:19])[CH2:3][CH2:4][N:5]1[C:9]([C:10]2[CH:11]=[C:12]([NH2:16])[CH:13]=[CH:14][CH:15]=2)=[CH:8][N:7]=[CH:6]1. Procedure: A solution of dimethyl-{2-[5-(3-nitrophenyl)imidazol-1-yl]ethyl}amine (140 mg, 0.54 mmol) and 10% Pd/C (80 mg) in methanol (8 mL) was hydrogenated under 1 atm hydrogen pressure for 5 h. The reaction mixture was filtered through a Celite pad. The filtrate was concentrated to dryness to afford the desired amine, which was used directly in the next step without purification. 1H-NMR (CD3OD, 400 MHz): δ=2.15 (s, 6H), 2.49 (t, J=6.8 Hz, 2H), 4.18 (t, J=7.2 Hz, 2H), 6.69-6.77 (m, 3H), 6.91 (d, J=1.2 Hz...